Dataset: the Open Reaction Database (ORD), a public repository of structured organic reaction records. Task: describe an organic reaction: reactants, conditions, products, and yield The product is BrCC=1SC=C(N1)C(=O)OCC (ethyl 2-bromomethylthiazole-4-carboxylate). The reactants are CC=1SC=C(N1)C(=O)OCC (ethyl 2-methylthiazole-4-carboxylate), BrN1C(CCC1=O)=O (N-bromosuccinimide), N(=NC(C#N)(C)C)C(C#N)(C)C (azo-bis-(isobutyronitrile)). Yield: 44.8%. Run in C(Cl)(Cl)(Cl)Cl (carbon tetrachloride). Reaction SMILES: [CH3:1][C:2]1[S:3][CH:4]=[C:5]([C:7]([O:9][CH2:10][CH3:11])=[O:8])[N:6]=1.[Br:12]N1C(=O)CCC1=O.N(C(C)(C)C#N)=NC(C)(C)C#N>C(Cl)(Cl)(Cl)Cl>[Br:12][CH2:1][C:2]1[S:3][CH:4]=[C:5]([C:7]([O:9][CH2:10][CH3:11])=[O:8])[N:6]=1. Procedure: A solution of ethyl 2-methylthiazole-4-carboxylate (5.0 g, 29 mmol), N-bromosuccinimide (6.2 g, 35 mmol) and azo-bis-(isobutyronitrile) (480 mg, 2.9 mmol) in carbon tetrachloride (150 ml) was heated at reflux for 18 h. The mixture was filtered and reduced. Chromatography (20% EtOAc/80% hexanes and 30% EtOAc/70% hexanes) afforded ethyl 2-bromomethylthiazole-4-carboxylate (3.25 g, 44%).